This data is from the Open Reaction Database (ORD), a public repository of structured organic reaction records. The task is: describe an organic reaction: reactants, conditions, products, and yield Starting materials: O.[OH-].[Li+] (Lithium hydroxide, monohydrate), COC(=O)C1CN(C(C1)=O)C1C(CCC(C1)C)C(C)C (1-(2-isopropyl-5-methyl-cyclohexyl)-5-oxo-pyrrolidine-3-carboxylic acid methyl ester). Run in O1CCCC1 (tetrahydrofuran). Conditions: time 1.5 hour. Yields the product C(C)(C)C1C(CC(CC1)C)N1CC(CC1=O)C(=O)O (1-(2-isopropyl-5-methyl-cyclohexyl)-5-oxo-pyrrolidine-3-carboxylic acid). Yield: 89.1%. Reaction SMILES: O.[OH-].[Li+].C[O:5][C:6]([CH:8]1[CH2:12][C:11](=[O:13])[N:10]([CH:14]2[CH2:19][CH:18]([CH3:20])[CH2:17][CH2:16][CH:15]2[CH:21]([CH3:23])[CH3:22])[CH2:9]1)=[O:7]>O1CCCC1>[CH:21]([CH:15]1[CH2:16][CH2:17][CH:18]([CH3:20])[CH2:19][CH:14]1[N:10]1[C:11](=[O:13])[CH2:12][CH:8]([C:6]([OH:7])=[O:5])[CH2:9]1)([CH3:22])[CH3:23] |f:0.1.2|. Reported procedure: Lithium hydroxide, monohydrate (LiOH, H2O) (13.22 g, 0.315 mol) was added to a solution of 1-(2-isopropyl-5-methyl-cyclohexyl)-5-oxo-pyrrolidine-3-carboxylic acid methyl ester (obtained as in EXAMPLE I, 59 g, 0.21 mol,) in a mixture of tetrahydrofuran (THF:H2O:CH3OH) (1:1:1) (300 mL) at room temperature and was stirred for 1-2 hours. THF and CH3OH were then removed via evaporation. HCl was added and the reaction mixture was extracted three times with ethyl acetate. The organic fractions were com...